Dataset: the Open Reaction Database (ORD), a public repository of structured organic reaction records. Task: describe an organic reaction: reactants, conditions, products, and yield Reactants: CC(C)OC(=O)N1CCC(COc2ccc(Br)nc2)CC1, O=C([O-])[O-], COCCOC, [Na+], [Na+], O=S(=O)(NCCO)c1ccc(B(O)O)cc1, Cl[Pd]Cl, c1ccc(P(c2ccccc2)c2ccccc2)cc1, c1ccc(P(c2ccccc2)c2ccccc2)cc1. Product: CC(C)OC(=O)N1CCC(COc2ccc(-c3ccc(S(=O)(=O)NCCO)cc3)nc2)CC1. RXN SMILES: [Br:17][c:18]1[cH:19][cH:20][c:21]([O:24][CH2:25][CH:26]2[CH2:27][CH2:28][N:29]([C:32](=[O:33])[O:34][CH:35]([CH3:36])[CH3:37])[CH2:30][CH2:31]2)[cH:22][n:23]1.[C:38](=[O:39])([O-:40])[O-:41].[CH3:85][O:86][CH2:87][CH2:88][O:89][CH3:90].[Na+:42].[Na+:43].[OH:1][CH2:2][CH2:3][NH:4][S:5](=[O:6])(=[O:7])[c:8]1[cH:9][cH:10][c:11]([B:14]([OH:15])[OH:16])[cH:12][cH:13]1.[Pd:44]([Cl:45])[Cl:46].[c:47]1([P:48]([c:49]2[cH:50][cH:51][cH:52][cH:53][cH:54]2)[c:55]2[cH:56][cH:57][cH:58][cH:59][cH:60]2)[cH:61][cH:62][cH:63][cH:64][cH:65]1.[c:66]1([P:67]([c:68]2[cH:69][cH:70][cH:71][cH:72][cH:73]2)[c:74]2[cH:75][cH:76][cH:77][cH:78][cH:79]2)[cH:80][cH:81][cH:82][cH:83][cH:84]1>>[OH:1][CH2:2][CH2:3][NH:4][S:5](=[O:6])(=[O:7])[c:8]1[cH:9][cH:10][c:11](-[c:18]2[cH:19][cH:20][c:21]([O:24][CH2:25][CH:26]3[CH2:27][CH2:28][N:29]([C:32](=[O:33])[O:34][CH:35]([CH3:36])[CH3:37])[CH2:30][CH2:31]3)[cH:22][n:23]2)[cH:12][cH:13]1. Starting materials: ClC1=C(C=CC=C1)[N+](=O)[O-] (2-chloronitrobenzene), NC1=CC=C(C=C1)CCO (4-aminophenylethyl alcohol). Product: [N+](=O)([O-])C1=C(NC2=CC=C(C=C2)CCO)C=CC=C1 (2-[4-(2-Nitroanilino)phenyl]ethanol). As a reaction SMILES: Cl[C:2]1[CH:7]=[CH:6][CH:5]=[CH:4][C:3]=1[N+:8]([O-:10])=[O:9].[NH2:11][C:12]1[CH:17]=[CH:16][C:15]([CH2:18][CH2:19][OH:20])=[CH:14][CH:13]=1>>[N+:8]([C:3]1[CH:4]=[CH:5][CH:6]=[CH:7][C:2]=1[NH:11][C:12]1[CH:17]=[CH:16][C:15]([CH2:18][CH2:19][OH:20])=[CH:14][CH:13]=1)([O-:10])=[O:9]. Reported procedure: The title compound was prepared according to the procedure described in step 3 of Example 1 from 2-chloronitrobenzene and 4-aminophenylethyl alcohol. Reactants: CC1(COc2ccc(OCCNCC(O)COc3ccccc3)cc2)OCCO1, CO, Cl, [Na+], [OH-], O. Product: CC(=O)COc1ccc(OCCNCC(O)COc2ccccc2)cc1, Cl. As a reaction SMILES: [CH3:1][C:2]1([CH2:7][O:8][c:9]2[cH:10][cH:11][c:12]([O:13][CH2:14][CH2:15][NH:16][CH2:17][CH:18]([CH2:19][O:20][c:21]3[cH:22][cH:23][cH:24][cH:25][cH:26]3)[OH:27])[cH:28][cH:29]2)[O:3][CH2:6][CH2:5][O:4]1.[CH3:34][OH:35].[ClH:30].[Na+:33].[OH-:32].[OH2:31]>>[CH3:1][C:2](=[O:3])[CH2:7][O:8][c:9]1[cH:10][cH:11][c:12]([O:13][CH2:14][CH2:15][NH:16][CH2:17][CH:18]([CH2:19][O:20][c:21]2[cH:22][cH:23][cH:24][cH:25][cH:26]2)[OH:27])[cH:28][cH:29]1.[ClH:30]. Starting materials: N[C@@H](CO)C1=CC=CC=C1 ((2R)-2-amino-2-phenylethanol), C1(=CC=CC=C1)CCCCC(=O)O (5-phenylpentanoic acid), OC1=CC=CC=2NN=NC21 (hydroxybenzotriazole), Cl.C(C)N=C=NCCCN(C)C (1-ethyl-3-(3-dimethylaminopropyl)carbodiimide hydrochloride). The solvent is CN(C)C=O (N,N′-dimethylformamide), O (water). Reaction conditions: time 1 hour. Product: C1(=CC=CC=C1)CCCCC(=O)N[C@@H](CO)C1=CC=CC=C1 ((2R)-2-(5-Phenylpentanoylamino)-2-phenylethanol). Isolated yield 52.4%. Reaction SMILES: [C:1]1([CH2:7][CH2:8][CH2:9][CH2:10][C:11]([OH:13])=O)[CH:6]=[CH:5][CH:4]=[CH:3][CH:2]=1.OC1C2N=NNC=2C=CC=1.Cl.C(N=C=NCCCN(C)C)C.[NH2:36][C@H:37]([C:40]1[CH:45]=[CH:44][CH:43]=[CH:42][CH:41]=1)[CH2:38][OH:39]>CN(C=O)C.O>[C:1]1([CH2:7][CH2:8][CH2:9][CH2:10][C:11]([NH:36][C@H:37]([C:40]2[CH:45]=[CH:44][CH:43]=[CH:42][CH:41]=2)[CH2:38][OH:39])=[O:13])[CH:2]=[CH:3][CH:4]=[CH:5][CH:6]=1 |f:2.3|. Reported procedure: To a solution of 5-phenylpentanoic acid (1.25 g) and hydroxybenzotriazole (1.18 g) in N,N′-dimethylformamide (25 ml) was added 1-ethyl-3-(3-dimethylaminopropyl)carbodiimide hydrochloride (1.74 g) at 0° C. and the mixture was stirred for 1 hour. To the mixture was added (2R)-2-amino-2-phenylethanol (960 mg) and the mixture was stirred for 2 hours at room temperature. The reaction mixture was poured into water (150 ml) and then extracted with ethyl acetate. The organic layer was washed with 2N hyd... The reactants are C(#N)C1=CC=C(OC(C#C)(C)C)C=C1 (3-(p-cyanophenoxy)-3-methybut-1-yne). Run in CCN(CC)C=1C=CC=CC1 (diethylaniline). Yields the product CC1(C=CC2=C(O1)C=CC(=C2)C#N)C (2,2-dimethyl-6-cyano-2H-benzo[b]pyran). The yield is 70.0%. Reaction SMILES: [C:1]([C:3]1[CH:14]=[CH:13][C:6]([O:7][C:8]([CH3:12])([CH3:11])[C:9]#[CH:10])=[CH:5][CH:4]=1)#[N:2]>CCN(C1C=CC=CC=1)CC>[CH3:12][C:8]1([CH3:11])[O:7][C:6]2[CH:13]=[CH:14][C:3]([C:1]#[N:2])=[CH:4][C:5]=2[CH:10]=[CH:9]1. Reported procedure: Cyclisation of the 3-(p-cyanophenoxy)-3-methybut-1-yne (9.77 g) was accomplished by heating in diethylaniline at 210°-220° C. under nitrogen. Purification by distillation, and extraction with dilute hydrochloric acid gave 2,2-dimethyl-6-cyano-2H-benzo[b]pyran as a colourless oil (6.84 g), which slowly crystallised on standing, having a nmr spectrum showing signals at δ 1.46, 6.25 (d, J=10), 5.67 (d, J=10,), 6.74 (d, J=8), 7.18 (d, J=2), 7.34 (q, J32 8, 2).